Dataset: the Open Reaction Database (ORD), a public repository of structured organic reaction records. Task: describe an organic reaction: reactants, conditions, products, and yield The reactants are [Al+3], C1CCOC1, CCOC(C)=O, CON(C)C(=O)C12CCC(c3ccccc3)(CC1)CC2, [H-], [H-], [H-], [H-], [Li+], O. The product is O=CC12CCC(c3ccccc3)(CC1)CC2. RXN SMILES: [Al+3:23].[CH2:34]1[O:35][CH2:36][CH2:37][CH2:38]1.[CH3:28][CH2:29][O:30][C:31]([CH3:32])=[O:33].[CH3:2][O:3][N:4]([C:5](=[O:6])[C:7]12[CH2:8][CH2:9][C:10]([c:15]3[cH:16][cH:17][cH:18][cH:19][cH:20]3)([CH2:11][CH2:12]1)[CH2:13][CH2:14]2)[CH3:21].[H-:22].[H-:25].[H-:26].[H-:27].[Li+:24].[OH2:1]>>[CH:5](=[O:6])[C:7]12[CH2:8][CH2:9][C:10]([c:15]3[cH:16][cH:17][cH:18][cH:19][cH:20]3)([CH2:11][CH2:12]1)[CH2:13][CH2:14]2.